This data is from the Open Reaction Database (ORD), a public repository of structured organic reaction records. The task is: describe an organic reaction: reactants, conditions, products, and yield The reactants are Cc1cc2ncnc(Nc3ccc(OCc4cccc(F)c4)c(Cl)c3)c2n1CCOCCOC(=O)c1ccccc1, CO, Cl, [Na+], [OH-]. Yields the product Cc1cc2ncnc(Nc3ccc(OCc4cccc(F)c4)c(Cl)c3)c2n1CCOCCO. As a reaction SMILES: [C:1](=[O:2])([c:3]1[cH:4][cH:5][cH:6][cH:7][cH:8]1)[O:9][CH2:10][CH2:11][O:12][CH2:13][CH2:14][n:15]1[c:16]([CH3:41])[cH:17][c:18]2[n:19][cH:20][n:21][c:22]([NH:24][c:25]3[cH:26][c:27]([Cl:40])[c:28]([O:31][CH2:32][c:33]4[cH:34][c:35]([F:39])[cH:36][cH:37][cH:38]4)[cH:29][cH:30]3)[c:23]12.[CH3:45][OH:46].[ClH:44].[Na+:43].[OH-:42]>>[OH:9][CH2:10][CH2:11][O:12][CH2:13][CH2:14][n:15]1[c:16]([CH3:41])[cH:17][c:18]2[n:19][cH:20][n:21][c:22]([NH:24][c:25]3[cH:26][c:27]([Cl:40])[c:28]([O:31][CH2:32][c:33]4[cH:34][c:35]([F:39])[cH:36][cH:37][cH:38]4)[cH:29][cH:30]3)[c:23]12.